Dataset: the Open Reaction Database (ORD), a public repository of structured organic reaction records. Task: describe an organic reaction: reactants, conditions, products, and yield Procedure details: The title compound was prepared according to the method described for preparing compound 7.1, using compound 21.3 and 4-chloro-3-methylbenzaldehyde as the starting materials. 1H NMR (400 MHz) (CDCl3) δ 9.86 (1H, s); 7.62 (1H, s); 7.44 (1H, d, J=8.1 Hz); 7.33(1H, s); 6.70 (1H, s); 6.62 (1H, d, J=8.1 Hz);4.68 (2H, s); 4.29 (2H, q, J=7.1 Hz); 2.46 (3H, s); 2.29 (3H, s); 2.26 (3H, s); 1.32 (3H, t, J=7.1 Hz). As a reaction SMILES: C(OC(=O)COC1C=CC(SC2C=CC(C=O)=CC=2)=CC=1C)C.[CH2:24]([O:26][C:27](=[O:39])[CH2:28][O:29][C:30]1[CH:35]=[C:34]([CH3:36])[C:33]([SH:37])=[CH:32][C:31]=1[CH3:38])[CH3:25].Cl[C:41]1[CH:48]=[CH:47][C:44]([CH:45]=[O:46])=[CH:43][C:42]=1[CH3:49]>>[CH2:24]([O:26][C:27](=[O:39])[CH2:28][O:29][C:30]1[CH:35]=[C:34]([CH3:36])[C:33]([S:37][C:41]2[CH:48]=[CH:47][C:44]([CH:45]=[O:46])=[CH:43][C:42]=2[CH3:49])=[CH:32][C:31]=1[CH3:38])[CH3:25]. Reactants: C(C)OC(COC1=C(C=C(C=C1)SC1=CC=C(C=C1)C=O)C)=O (4-[(4-Formylphenyl)sulfanyl]-2-methylphenoxy-acetic acid ethyl ester), C(C)OC(COC1=C(C=C(C(=C1)C)S)C)=O (2,5-Dimethyl-4-mercaptophenoxy-acetic acid ethyl ester), ClC1=C(C=C(C=O)C=C1)C (4-chloro-3-methylbenzaldehyde). The product is C(C)OC(COC1=C(C=C(C(=C1)C)SC1=C(C=C(C=C1)C=O)C)C)=O (4-[(4-Formyl-2-methylphenyl)sulfanyl]-2,5-dimethylphenoxy-acetic acid ethyl ester). Starting materials: [H][H] (hydrogen), 36, O=CCCC1CCN(CC1)C(=O)OCC (ethyl 4-(3-oxopropyl)-1-piperidinecarboxylate). Reagents/catalysts: [Ni] (Raney nickel). Solvent: O1CCCC1 (tetrahydrofuran). Product: 36, OCCCC1CCN(CC1)C(=O)OCC (ethyl 4-(3-hydroxypropyl) -1-piperidinecarboxylate). The yield is 98.3%. As a reaction SMILES: [O:1]=[CH:2][CH2:3][CH2:4][CH:5]1[CH2:10][CH2:9][N:8]([C:11]([O:13][CH2:14][CH3:15])=[O:12])[CH2:7][CH2:6]1.[H][H]>[Ni].O1CCCC1>[OH:1][CH2:2][CH2:3][CH2:4][CH:5]1[CH2:10][CH2:9][N:8]([C:11]([O:13][CH2:14][CH3:15])=[O:12])[CH2:7][CH2:6]1. Reported procedure: A mixture of 36 parts of ethyl 4-(3-oxopropyl)-1-piperidinecarboxylate and 450 parts of tetrahydrofuran was hydrogenated at normal pressure and at 20° C. with 2 parts of Raney nickel catalyst. After the calculated amount of hydrogen was taken up, the catalyst was filtered off and the filtrate was evaporated. The residue was dissolved in 260 parts of dichloromethane. The organic layer was washed with 100 parts of a diluted hydrochloric acid solution, dried, filtered and evaporated, yielding 36 pa...